From a dataset of the Open Reaction Database (ORD), a public repository of structured organic reaction records. describe an organic reaction: reactants, conditions, products, and yield Starting materials: [NH4+].[Cl-] (NH4Cl), solution, C(=C)[Mg]Br (vinylmagnesium bromide), FC1=C(C=O)C=C(C=C1)C(F)(F)F (2-fluoro-5-(trifluoromethyl)benzaldehyde). The solvent is C1CCOC1 (THF), C1CCOC1 (THF). Run at time 2 hour. The product is C(=C)C(O)C1=C(C=CC(=C1)C(F)(F)F)F (α-Ethenyl-2-fluoro-5-(trifluoromethyl)benzenemethanol). RXN SMILES: [CH:1]([Mg]Br)=[CH2:2].[F:5][C:6]1[CH:13]=[CH:12][C:11]([C:14]([F:17])([F:16])[F:15])=[CH:10][C:7]=1[CH:8]=[O:9].[NH4+].[Cl-]>C1COCC1>[CH:1]([CH:8]([C:7]1[CH:10]=[C:11]([C:14]([F:15])([F:16])[F:17])[CH:12]=[CH:13][C:6]=1[F:5])[OH:9])=[CH2:2] |f:2.3|. Procedure details: 52.6 ml (0.0526 mol) of a 1M solution of vinylmagnesium bromide in THF are added dropwise at a temperature below 25° C. to a solution of 10.1 g (0.0526 mol) of 2-fluoro-5-(trifluoromethyl)benzaldehyde (prepared according to Example P) in 53 ml of anhydrous THF. The mixture is then stirred for 2 h 30 at room temperature. Hydrolysis is carried out with a saturated aqueous NH4Cl solution while cooling between 10° and 20° C.; extraction is carried out with ether and the extract is washed with water,... Starting materials: C=1N=C(C2=C(N1)N(C=N2)[C@H]3[C@@H]([C@@H]([C@H](O3)COP(=O)(O)OP(=O)(O)OC[C@@H]4[C@H]([C@H]([C@@H](O4)N5C=CCC(=C5)C(=O)N)O)O)O)O)N (NADH), CC1([C@@H](N2[C@H](S1)[C@@H](C2=O)NC(=O)[C@@H](C=3C=CC=CC3)N)C(=O)O)C (ampicillin), [NH4+].[Cl-].[NH4+].[OH-] (NH4Cl NH4OH), C1(=CC=CC=C1)CC(C(=O)[O-])=O.[Na+] (sodium phenylpyruvate), OC1[C@H](O)[C@@H](O)[C@H](O[C@H]2[C@H](O)[C@@H](O)[C@@H](O)[C@H](O2)CO)[C@H](O1)CO (lactose). Conditions: time 6 hour. Yields the product N[C@@H](CC1=CC=CC=C1)C(=O)O (L-phenylalanine). The yield is 33.0%. RXN SMILES: C1N=C(N)C2N=CN([C@@H]3O[C@H](COP(OP(OC[C@H]4O[C@@H](N5C=C(C(N)=O)CC=C5)[C@H](O)[C@@H]4O)(O)=O)(O)=O)[C@@H](O)[C@H]3O)C=2N=1.CC1(C)S[C@@H]2[C@H]([NH:54][C:55]([C@H:57](N)[C:58]3[CH:59]=[CH:60][CH:61]=[CH:62][CH:63]=3)=O)C(=O)N2[C@H]1C(O)=O.[NH4+].[Cl-].[NH4+].[OH-].C1(CC(=O)[C:81]([O-:83])=[O:82])C=CC=CC=1.[Na+].OC1O[C@H](CO)[C@@H](O[C@@H]2O[C@H](CO)[C@H](O)[C@H](O)[C@H]2O)[C@H](O)[C@H]1O>>[NH2:54][C@H:55]([C:81]([OH:83])=[O:82])[CH2:57][C:58]1[CH:63]=[CH:62][CH:61]=[CH:60][CH:59]=1 |f:2.3.4.5,6.7|. Procedure details: L-phenylalanine was synthesized using cells of E. coli RR1 containing the plasmid pBPDH3. As an NADH regeneration system, enzymes for glycolysis in E. coli were used. The above-mentioned E. coli was inoculated in an LB medium containing 50 μg/ml of ampicillin at a ratio of 1%, and cultured at 37° C. for 6 hours. The 5 ml of the cultured broth was centrifuged to collect cells, which were then washed with a 0.85% NaCl solution. The cells were suspended in 3 ml of a reaction mixture containing 200 ... Reactants: C(C)(C)(C)OC(NC1=C(C=C(C(=C1)NCC(C)C)Cl)NC(CC(C1=CC(=CC=C1)N1N=CN=C1)=O)=O)=O ({4-chloro-5-(isobutyl-amino)-2-[3-oxo-3-(3-[1,2,4]triazol-1-yl-phenyl)-propionylamino]-phenyl}-carbamic acid tert-butyl ester), C(=O)(C(F)(F)F)O (TFA). Run in C(Cl)Cl (CH2Cl2). Product: ClC=1C(=CC2=C(NC(CC(=N2)C2=CC(=CC=C2)N2N=CN=C2)=O)C1)NCC(C)C (8-Chloro-7-(isobutyl-amino)-4-(3-[1,2,4]triazol-1-yl-phenyl)-1,3-dihydro-benzo[b][1,4]diazepin-2-one), solid. Yield: 89.0%. RXN SMILES: C(OC(=O)[NH:7][C:8]1[CH:13]=[C:12]([NH:14][CH2:15][CH:16]([CH3:18])[CH3:17])[C:11]([Cl:19])=[CH:10][C:9]=1[NH:20][C:21](=[O:36])[CH2:22][C:23](=O)[C:24]1[CH:29]=[CH:28][CH:27]=[C:26]([N:30]2[CH:34]=[N:33][CH:32]=[N:31]2)[CH:25]=1)(C)(C)C.C(O)(C(F)(F)F)=O>C(Cl)Cl>[Cl:19][C:11]1[C:12]([NH:14][CH2:15][CH:16]([CH3:18])[CH3:17])=[CH:13][C:8]2[N:7]=[C:23]([C:24]3[CH:29]=[CH:28][CH:27]=[C:26]([N:30]4[CH:34]=[N:33][CH:32]=[N:31]4)[CH:25]=3)[CH2:22][C:21](=[O:36])[NH:20][C:9]=2[CH:10]=1. Procedure details: The title compound was prepared from {4-chloro-5-(isobutyl-amino)-2-[3-oxo-3-(3-[1,2,4]triazol-1-yl-phenyl)-propionylamino]-phenyl}-carbamic acid tert-butyl ester (Example M129) (0.39 g, 0.74 mmol) by treatment with TFA in CH2Cl2 according to the general procedure N. Obtained as a light orange solid (270 mg, 89%). Starting materials: Cl[O-].[Na+] (sodium hypochlorite), Cl[O-].[Na+] (sodium hypochlorite), C(C)(C)(C)OC(=O)N1CC(C2(CC2)CC1)O (4-hydroxy-6-aza-spiro[2.5]octane-6-carboxylic acid tert-butyl ester), [Br-].[Na+] (sodium bromide), C([O-])(O)=O.[Na+] (sodium bicarbonate), S(=S)(=O)([O-])[O-].[Na+].[Na+] (Sodium thiosulfate). Reagents/catalysts: CC1(CCCC(N1[O])(C)C)C (2,2,6,6-tetramethylpiperidine 1-oxyl). The solvent is ClCCl (dichloromethane). Reaction conditions: temperature -5 celsius, time 35 minute. Yields the product C(C)(C)(C)OC(=O)N1CC(C2(CC2)CC1)=O (4-oxo-6-aza-spiro[2.5]octane-6-carboxylic acid tert-butyl ester). The yield is 100.1%. As a reaction SMILES: [C:1]([O:5][C:6]([N:8]1[CH2:15][CH2:14][C:11]2([CH2:13][CH2:12]2)[CH:10]([OH:16])[CH2:9]1)=[O:7])([CH3:4])([CH3:3])[CH3:2].[Br-].[Na+].C(=O)(O)[O-].[Na+].Cl[O-].[Na+].S([O-])([O-])(=O)=S.[Na+].[Na+]>ClCCl.CC1(C)N([O])C(C)(C)CCC1>[C:1]([O:5][C:6]([N:8]1[CH2:15][CH2:14][C:11]2([CH2:13][CH2:12]2)[C:10](=[O:16])[CH2:9]1)=[O:7])([CH3:4])([CH3:2])[CH3:3] |f:1.2,3.4,5.6,7.8.9,^1:40|. Reported procedure: To a solution of 4-hydroxy-6-aza-spiro[2.5]octane-6-carboxylic acid tert-butyl ester (20.0 g, 88.0 mmol) in dichloromethane (170 ml) was added sodium bromide (1.092 g, 10.6 mmol), sodium bicarbonate (2.439 g, 29.0 mmol) and 2,2,6,6-tetramethylpiperidine 1-oxyl (237.1 mg, 1.49 mmol). The mixture was cooled to −5° C. and sodium hypochlorite solution (9.5% in water, 55.16 ml) was added within 10 min resulting in a red coloration and a temperature rise to 9° C. The mixture was stirred for 35 min at ... The reactants are NCCO (2-aminoethanol), CC=1C=C2C=CNC2=C(C1)C=O (5-Methyl-1H-indole-7-carboxaldehyde), [H][H] (hydrogen). The reagents and catalysts are [Pd] (palladium on carbon). Solvent: CO (methanol). Conditions: time 1 hour. Yields the product OCCNCC=1C=C(C=C2C=CNC12)C (N-[2-hydroxyeth-1-yl](5-Methyl-1H-indol-7-yl)methylamine). Reaction SMILES: [CH3:1][C:2]1[CH:3]=[C:4]2[C:8](=[C:9]([CH:11]=O)[CH:10]=1)[NH:7][CH:6]=[CH:5]2.[NH2:13][CH2:14][CH2:15][OH:16].[H][H]>CO.[Pd]>[OH:16][CH2:15][CH2:14][NH:13][CH2:11][C:9]1[CH:10]=[C:2]([CH3:1])[CH:3]=[C:4]2[C:8]=1[NH:7][CH:6]=[CH:5]2. Reported procedure: Dissolve 5-Methyl-1H-indole-7-carboxaldehyde (4.036 g, 25.384 mmol) in absolute methanol (200 mL), add 2-aminoethanol (3.1 g, 50.767 mmol) and 10% palladium on carbon (0.4 g). Stir the mixture for 1 hour under nitrogen, then under 1 atmosphere of hydrogen for 3 hours. Filter, concentrate under reduced pressure, and purify by flash column chromatography (silica gel, 90/9/1, dichloromethane/methanol/ammonia) to give the title compound as a colorless oil.